From a dataset of the Open Reaction Database (ORD), a public repository of structured organic reaction records. describe an organic reaction: reactants, conditions, products, and yield Yields the product COC(=O)c1cc2ccccc2n1N. Starting materials: COC(C)(C)C, COC(=O)c1cc2ccccc2[nH]1, [Cl-], [O-]Cl, [NH4+], [NH4+], [Na+], [Na+], [OH-], [OH-], O. Reaction SMILES: [CH3:24][O:25][C:26]([CH3:27])([CH3:28])[CH3:29].[CH3:5][O:6][C:7](=[O:8])[c:9]1[nH:10][c:11]2[cH:12][cH:13][cH:14][cH:15][c:16]2[cH:17]1.[Cl-:20].[Cl:1][O-:2].[NH4+:21].[NH4+:22].[Na+:19].[Na+:3].[OH-:18].[OH-:23].[OH2:4]>>[CH3:5][O:6][C:7](=[O:8])[c:9]1[n:10]([NH2:21])[c:11]2[cH:12][cH:13][cH:14][cH:15][c:16]2[cH:17]1.